From a dataset of the Open Reaction Database (ORD), a public repository of structured organic reaction records. describe an organic reaction: reactants, conditions, products, and yield Starting materials: [N-]=[N+]=[N-].[Na+] (Sodium azide), N(=[N+]=[N-])C[C@@H]1CN(C(O1)=O)C1=CC(=C(C(=C1)F)C=1CCS(CC1)(=O)=O)F ((5S)-5-(Azidomethyl)-3-[4-(1,1-dioxo-3,6-dihydro-2H-thiopyran-4-yl)-3,5-difluorophenyl]-1,3-oxazolidin-2-one), CN(C)C=O (DMF), C(C)(=O)OCC (ethyl acetate), O (water). Reagents/catalysts: C1COCCOCCOCCOCCOCCO1 (18-crown-6). Run at temperature 90 celsius. The product is FC=1C=C(C=CC1N1C=NC(=C1)C)N1C(O[C@H](C1)CN=[N+]=[N-])=O ((5R)-3-[3-Fluoro-4-(4-methyl-1H-imidazol-1-yl)phenyl]-5-(azidomethyl)oxazolidin-2-one). As a reaction SMILES: [N-:1]=[N+]=[N-].[Na+].[N:5]([CH2:8][C@H:9]1[O:13][C:12](=[O:14])[N:11]([C:15]2[CH:20]=[C:19]([F:21])[C:18](C3CCS(=O)(=O)CC=3)=[C:17](F)[CH:16]=2)[CH2:10]1)=[N+:6]=[N-:7].C(O[CH2:35][CH3:36])(=O)C.O.[CH3:38][N:39]([CH:41]=O)C>C1OCCOCCOCCOCCOCCOC1>[F:21][C:19]1[CH:20]=[C:15]([N:11]2[CH2:10][C@H:9]([CH2:8][N:5]=[N+:6]=[N-:7])[O:13][C:12]2=[O:14])[CH:16]=[CH:17][C:18]=1[N:39]1[CH:38]=[C:35]([CH3:36])[N:1]=[CH:41]1 |f:0.1|. Procedure: Sodium azide (0.596 g, 9.08 mmol) and 18-crown-6 (0.025 g, 0.095 mmol) were added to a solution of {(5R)-3-[3-fluoro-4-(4-methyl-1H-imidazol-1-yl)phenyl]-2-oxo-1,3-oxazolidin-5-yl}methyl methanesulfonate (WO 01/81350 A1) (3.161 g, 8.56 mmol) in DMF (8.5 ml). The reaction mixture was heated to 90° C. under an atmosphere of nitrogen for 19 hours. It was poured into a mixture of ethyl acetate and water and was extracted three times with ethyl acetate. The combined organic layers were washed with br... Reactants: [N+](=O)([O-])C=1C=C(C(=O)C2C(=O)NCCCC2)C=C(C1)[N+](=O)[O-] (3,5-dinitrobenzoyl caprolactam), C(C)O (ethanol), [H][H] (hydrogen), [H][H] (hydrogen). The reagents and catalysts are [Pd] (palladium on carbon). Solvent: C(Cl)Cl (CH2Cl2). The product is NC=1C=C(C(=O)C2C(=O)NCCCC2)C=C(C1)N (3,5-Diaminobenzoyl caprolactam). RXN SMILES: [N+:1]([C:4]1[CH:5]=[C:6]([CH:17]=[C:18]([N+:20]([O-])=O)[CH:19]=1)[C:7]([CH:9]1[CH2:16][CH2:15][CH2:14][CH2:13][NH:12][C:10]1=[O:11])=[O:8])([O-])=O.C(O)C.[H][H]>[Pd].C(Cl)Cl>[NH2:1][C:4]1[CH:5]=[C:6]([CH:17]=[C:18]([NH2:20])[CH:19]=1)[C:7]([CH:9]1[CH2:16][CH2:15][CH2:14][CH2:13][NH:12][C:10]1=[O:11])=[O:8]. Reported procedure: A mixture of 3,5-dinitrobenzoyl caprolactam (2.00 g, 4.07 mmol), 0.08 g of 5 percent palladium on carbon and 30 ml of absolute ethanol is stirred with hydrogen under a pressure of 1 atmosphere at 10° C. When the theoretical quantity of hydrogen (0.024 mol) has been absorbed, the solution is filtered through celite. White crystals form when the filtrate is kept in a freezer, and the final product is obtained by recrystallization from CH2Cl2 to yield 65 percent of white crystals: mp 122°-124° C. Reactants: N1CCC(CC1)OC=1C2=C(N=CN1)C=CC(=N2)C=2C=C(C=NC2)NS(=O)(=O)C2=CC=CC=C2 (N-(5-(4-(piperidin-4-yloxy)pyrido[3,2-d]pyrimidin-6-yl)pyridin-3-yl)benzene-sulfonamide), TEA, C(=O)(C)Cl (AcCl). The solvent is O (water), C(Cl)Cl (DCM). Reaction conditions: time 2 hour. Product: C(C)(=O)N1CCC(CC1)OC=1C2=C(N=CN1)C=CC(=N2)C=2C=C(C=NC2)NS(=O)(=O)C2=CC=CC=C2 (N-(5-(4-(1-acetylpiperidin-4-yloxy)-pyrido[3,2-d]pyrimidin-6-yl)pyridin-3-yl)benzenesulfonamide). The yield is 7.8%. As a reaction SMILES: [NH:1]1[CH2:6][CH2:5][CH:4]([O:7][C:8]2[C:9]3[N:17]=[C:16]([C:18]4[CH:19]=[C:20]([NH:24][S:25]([C:28]5[CH:33]=[CH:32][CH:31]=[CH:30][CH:29]=5)(=[O:27])=[O:26])[CH:21]=[N:22][CH:23]=4)[CH:15]=[CH:14][C:10]=3[N:11]=[CH:12][N:13]=2)[CH2:3][CH2:2]1.[C:34](Cl)([CH3:36])=[O:35]>C(Cl)Cl.O>[C:34]([N:1]1[CH2:6][CH2:5][CH:4]([O:7][C:8]2[C:9]3[N:17]=[C:16]([C:18]4[CH:19]=[C:20]([NH:24][S:25]([C:28]5[CH:33]=[CH:32][CH:31]=[CH:30][CH:29]=5)(=[O:26])=[O:27])[CH:21]=[N:22][CH:23]=4)[CH:15]=[CH:14][C:10]=3[N:11]=[CH:12][N:13]=2)[CH2:3][CH2:2]1)(=[O:35])[CH3:36]. Procedure: To a solution of N-(5-(4-(piperidin-4-yloxy)pyrido[3,2-d]pyrimidin-6-yl)pyridin-3-yl)benzene-sulfonamide (0.082 g, 0.177 mmol) in DCM (0.886 ml) was added TEA (0.062 ml, 0.443 mmol) at room temperature. After stiffing for 2 hours at room temperature, AcCl (0.019 ml, 0.266 mmol) was added to the mixture at 0° C. After stiffing overnight at room temperature, the reaction mixture was diluted with water and extracted with CH2Cl2. The combined organic layers were washed with brine, dried over anhydro... Starting materials: ClC=1C=C(C=CC1C#N)C1=NN(C=C1)C[C@H](C)NC(=O)C=1N=CNC1 ((S)—N-{1-[3-(3-chloro-4-cyanophenyl)-1H-pyrazol-1-yl]propan-2-yl}-1H-imidazole-4-carboxamide), ClCC1(OC1)C (2-(chloromethyl)-2-methyloxirane). Reaction conditions: temperature 120 celsius, time 30 minute. Yields the product ClC=1C=C(C=CC1C#N)C1=NN(C=C1)C[C@H](C)NC(=O)C=1N=CN(C1)CC1(OC1)C (N-{(S)-1-[3-(3-chloro-4-cyanophenyl)-1H-pyrazol-1-yl]propan-2-yl}-1-[(2-methyloxiran-2-yl)methyl]-1H-imidazole-4-carboxamide), ClCC(CN1C=NC(=C1)C(=O)N[C@H](CN1N=C(C=C1)C1=CC(=C(C=C1)C#N)Cl)C)(C)O (1-(3-chloro-2-hydroxy-2-methylpropyl)-N—{(S)-1-[3-(3-chloro-4-cyanophenyl)-1H-pyrazol-1-yl]propan-2-yl}-1H-imidazole-4-carboxamide). As a reaction SMILES: [Cl:1][C:2]1[CH:3]=[C:4]([C:10]2[CH:14]=[CH:13][N:12]([CH2:15][C@@H:16]([NH:18][C:19]([C:21]3[N:22]=[CH:23][NH:24][CH:25]=3)=[O:20])[CH3:17])[N:11]=2)[CH:5]=[CH:6][C:7]=1[C:8]#[N:9].[Cl:26][CH2:27][C:28]1([CH3:31])[CH2:30][O:29]1>>[Cl:1][C:2]1[CH:3]=[C:4]([C:10]2[CH:14]=[CH:13][N:12]([CH2:15][C@@H:16]([NH:18][C:19]([C:21]3[N:22]=[CH:23][N:24]([CH2:27][C:28]4([CH3:31])[CH2:30][O:29]4)[CH:25]=3)=[O:20])[CH3:17])[N:11]=2)[CH:5]=[CH:6][C:7]=1[C:8]#[N:9].[Cl:26][CH2:27][C:28]([OH:29])([CH3:31])[CH2:30][N:24]1[CH:25]=[C:21]([C:19]([NH:18][C@@H:16]([CH3:17])[CH2:15][N:12]2[CH:13]=[CH:14][C:10]([C:4]3[CH:5]=[CH:6][C:7]([C:8]#[N:9])=[C:2]([Cl:1])[CH:3]=3)=[N:11]2)=[O:20])[N:22]=[CH:23]1. Reported procedure: A mixture of (S)—N-{1-[3-(3-chloro-4-cyanophenyl)-1H-pyrazol-1-yl]propan-2-yl}-1H-imidazole-4-carboxamide (120 mg, 0.338 mmol), 2-(chloromethyl)-2-methyloxirane (2.88 g, 27.1 mmol and Y(NO3)3×6H2O (3.6 mg, 0.0093 mmol) was stirred under MW at 120° C. for 30 min. After evaporation of oxirane the residue was purified by flash chromatography on silica gel using CH2Cl2-MeOH as a gradient eluent (100:0-99:1) to obtain N-{(S)-1-[3-(3-chloro-4-cyanophenyl)-1H-pyrazol-1-yl]propan-2-yl}-1-[(2-methyloxira... Starting materials: CCOC(=O)C(C)(C)n1ccc2cc(OCc3cnn(-c4cc(C(F)(F)F)cc(C(F)(F)F)c4)c3C)ccc21, CCO, [Na+], [OH-]. Yields the product Cc1c(COc2ccc3c(ccn3C(C)(C)C(=O)O)c2)cnn1-c1cc(C(F)(F)F)cc(C(F)(F)F)c1. As a reaction SMILES: [CH2:1]([CH3:2])[O:3][C:4]([C:5]([CH3:6])([CH3:7])[n:8]1[cH:9][cH:10][c:11]2[cH:12][c:13]([O:17][CH2:18][c:19]3[cH:20][n:21][n:22](-[c:25]4[cH:26][c:27]([C:35]([F:36])([F:37])[F:38])[cH:28][c:29]([C:31]([F:32])([F:33])[F:34])[cH:30]4)[c:23]3[CH3:24])[cH:14][cH:15][c:16]12)=[O:39].[CH3:42][CH2:43][OH:44].[Na+:41].[OH-:40]>>[O:3]=[C:4]([C:5]([CH3:6])([CH3:7])[n:8]1[cH:9][cH:10][c:11]2[cH:12][c:13]([O:17][CH2:18][c:19]3[cH:20][n:21][n:22](-[c:25]4[cH:26][c:27]([C:35]([F:36])([F:37])[F:38])[cH:28][c:29]([C:31]([F:32])([F:33])[F:34])[cH:30]4)[c:23]3[CH3:24])[cH:14][cH:15][c:16]12)[OH:39]. Reactants: COc1cncc(N2CC3CN(C(=O)OCc4ccccc4)CC32)c1, O=C(O)C(F)(F)F. The product is COc1cncc(N2CC3CNCC32)c1. Reaction SMILES: [CH3:1][O:2][c:3]1[cH:4][c:5]([N:9]2[CH:10]3[CH2:11][N:12]([C:16]([O:17][CH2:18][c:19]4[cH:20][cH:21][cH:22][cH:23][cH:24]4)=[O:25])[CH2:13][CH:14]3[CH2:15]2)[cH:6][n:7][cH:8]1.[OH:26][C:27]([C:28]([F:29])([F:30])[F:31])=[O:32]>>[CH3:1][O:2][c:3]1[cH:4][c:5]([N:9]2[CH:10]3[CH2:11][NH:12][CH2:13][CH:14]3[CH2:15]2)[cH:6][n:7][cH:8]1. The reactants are CCO, CON, CC(CCCc1ccccc1)Oc1cc2c3c(c1)OC(C)(C)CC3CC(O)O2, c1ccncc1. The product is COC1CC2CC(C)(C)Oc3cc(OC(C)CCCc4ccccc4)cc(c32)O1. As a reaction SMILES: [CH3:29][CH2:30][OH:31].[CH3:32][O:33][NH2:34].[OH:1][CH:2]1[CH2:3][CH:4]2[CH2:5][C:6]([CH3:27])([CH3:28])[O:7][c:8]3[c:9]2[c:10]([cH:11][c:12]([O:14][CH:15]([CH3:16])[CH2:17][CH2:18][CH2:19][c:20]2[cH:21][cH:22][cH:23][cH:24][cH:25]2)[cH:13]3)[O:26]1.[cH:35]1[cH:36][cH:37][n:38][cH:39][cH:40]1>>[O:1]([CH:2]1[CH2:3][CH:4]2[CH2:5][C:6]([CH3:27])([CH3:28])[O:7][c:8]3[c:9]2[c:10]([cH:11][c:12]([O:14][CH:15]([CH3:16])[CH2:17][CH2:18][CH2:19][c:20]2[cH:21][cH:22][cH:23][cH:24][cH:25]2)[cH:13]3)[O:26]1)[CH3:29]. Reaction SMILES: [Br:1][c:2]1[c:3]([NH2:11])[cH:4][c:5]2[c:6]([cH:10]1)[O:7][CH2:8][O:9]2.[C:12]1([B:18]([OH:19])[OH:20])=[CH:13][CH2:14][CH2:15][CH2:16][CH2:17]1>>[c:2]1([C:12]2=[CH:13][CH2:14][CH2:15][CH2:16][CH2:17]2)[c:3]([NH2:11])[cH:4][c:5]2[c:6]([cH:10]1)[O:7][CH2:8][O:9]2. The product is Nc1cc2c(cc1C1=CCCCC1)OCO2. Starting materials: Nc1cc2c(cc1Br)OCO2, OB(O)C1=CCCCC1. The reactants are O=C(c1ncc[nH]1)c1ncc[nH]1, CC(=O)N(C)C1CCN(c2ccc(N)cc2)C1, Nc1ccc(Oc2cccnc2)cc1. Yields the product CC(=O)N(C)C1CCN(c2ccc(NC(=O)Nc3ccc(Oc4cccnc4)cc3)cc2)C1. As a reaction SMILES: [C:18](=[O:19])([c:20]1[nH:21][cH:22][cH:23][n:24]1)[c:25]1[nH:26][cH:27][cH:28][n:29]1.[NH2:1][c:2]1[cH:3][cH:4][c:5]([N:8]2[CH2:9][CH:10]([N:13]([C:14]([CH3:15])=[O:16])[CH3:17])[CH2:11][CH2:12]2)[cH:6][cH:7]1.[n:30]1[cH:31][c:32]([O:36][c:37]2[cH:38][cH:39][c:40]([NH2:43])[cH:41][cH:42]2)[cH:33][cH:34][cH:35]1>>[NH:1]([c:2]1[cH:3][cH:4][c:5]([N:8]2[CH2:9][CH:10]([N:13]([C:14]([CH3:15])=[O:16])[CH3:17])[CH2:11][CH2:12]2)[cH:6][cH:7]1)[C:18](=[O:19])[NH:43][c:40]1[cH:39][cH:38][c:37]([O:36][c:32]2[cH:31][n:30][cH:35][cH:34][cH:33]2)[cH:42][cH:41]1.